Dataset: the Open Reaction Database (ORD), a public repository of structured organic reaction records. Task: describe an organic reaction: reactants, conditions, products, and yield The reactants are [Li]CCCC, C1CCOC1, CC(C)[N-]C(C)C, CCCCCC, CC(C)Oc1ccc(S(C)(=O)=O)cc1C(=O)O, CC(C)NC(C)C, C[Si](C)(C)CI, [Li+]. Product: CC(C)Oc1ccc(S(=O)(=O)CC[Si](C)(C)C)cc1C(=O)O. As a reaction SMILES: [CH2:26]([Li:27])[CH2:28][CH2:29][CH3:30].[CH2:44]1[O:45][CH2:46][CH2:47][CH2:48]1.[CH3:19][CH:20]([N-:21][CH:22]([CH3:23])[CH3:24])[CH3:25].[CH3:49][CH2:50][CH2:51][CH2:52][CH2:53][CH3:54].[CH:1]([CH3:2])([CH3:3])[O:4][c:5]1[c:6]([C:7](=[O:8])[OH:9])[cH:10][c:11]([S:14](=[O:15])(=[O:16])[CH3:17])[cH:12][cH:13]1.[CH:31]([NH:32][CH:33]([CH3:34])[CH3:35])([CH3:36])[CH3:37].[I:38][CH2:39][Si:40]([CH3:41])([CH3:42])[CH3:43].[Li+:18]>>[CH:1]([CH3:2])([CH3:3])[O:4][c:5]1[c:6]([C:7](=[O:8])[OH:9])[cH:10][c:11]([S:14](=[O:15])(=[O:16])[CH2:17][CH2:39][Si:40]([CH3:41])([CH3:42])[CH3:43])[cH:12][cH:13]1. Starting materials: FC(C(=O)O)(F)F.C1NCC12CC(C2)NC(=O)OCC2=CC(=NO2)C(=O)OCC (ethyl 5-(2-azaspiro[3.3]hept-6-ylcarbamoyloxymethyl)isoxazole-3-carboxylate trifluoroacetate), ClC1=NC2=CC=C(C=C2C=C1)F (2-chloro-6-fluoroquinoline), C(C)(C)N(C(C)C)CC (N,N-diisopropylethylamine), pure product. Run in ClCCl (dichloromethane), CO (methanol). Yields the product FC=1C=C2C=CC(=NC2=CC1)N1CC2(C1)CC(C2)NC(=O)OCC2=CC(=NO2)C(=O)OCC (Ethyl 5-[2-(6-Fluoroquinolin-2-yl)-2-azaspiro[3.3]hept-6-ylcarbamoyloxymethyl]isoxazole-3-carboxylate). RXN SMILES: FC(F)(F)C(O)=O.[CH2:8]1[C:11]2([CH2:14][CH:13]([NH:15][C:16]([O:18][CH2:19][C:20]3[O:24][N:23]=[C:22]([C:25]([O:27][CH2:28][CH3:29])=[O:26])[CH:21]=3)=[O:17])[CH2:12]2)[CH2:10][NH:9]1.Cl[C:31]1[CH:40]=[CH:39][C:38]2[C:33](=[CH:34][CH:35]=[C:36]([F:41])[CH:37]=2)[N:32]=1.C(N(CC)C(C)C)(C)C>ClCCl.CO>[F:41][C:36]1[CH:37]=[C:38]2[C:33](=[CH:34][CH:35]=1)[N:32]=[C:31]([N:9]1[CH2:10][C:11]3([CH2:12][CH:13]([NH:15][C:16]([O:18][CH2:19][C:20]4[O:24][N:23]=[C:22]([C:25]([O:27][CH2:28][CH3:29])=[O:26])[CH:21]=4)=[O:17])[CH2:14]3)[CH2:8]1)[CH:40]=[CH:39]2 |f:0.1|. Procedure: The process is performed according to the procedure described in Example 2 (step 2.6.). Starting with 0.43 g (1.03 mmol) of ethyl 5-(2-azaspiro[3.3]hept-6-ylcarbamoyloxymethyl)isoxazole-3-carboxylate trifluoroacetate, obtained in step 11.8., 0.187 g (1.03 mmol) of 2-chloro-6-fluoroquinoline and 0.399 g (3.09 mmol) of N,N-diisopropylethylamine, and after chromatography on silica gel, eluting with a 98/2 mixture of dichloromethane and methanol, 0.15 g of pure product in the form of a beige-coloure...